This data is from the Open Reaction Database (ORD), a public repository of structured organic reaction records. The task is: describe an organic reaction: reactants, conditions, products, and yield Starting materials: COC1=CC(=C(C#N)C=C1)C1=NC=CC=N1 (4-Methoxy-2-(pyrimidin-2-yl)benzonitrile), CO (MeOH), [OH-].[Na+] (NaOH). Product: COC1=CC(=C(C(=O)O)C=C1)C1=NC=CC=N1 (4-Methoxy-2-(pyrimidin-2-yl)benzoic acid). As a reaction SMILES: [CH3:1][O:2][C:3]1[CH:10]=[CH:9][C:6]([C:7]#N)=[C:5]([C:11]2[N:16]=[CH:15][CH:14]=[CH:13][N:12]=2)[CH:4]=1.[OH-:17].[Na+].C[OH:20]>>[CH3:1][O:2][C:3]1[CH:10]=[CH:9][C:6]([C:7]([OH:20])=[O:17])=[C:5]([C:11]2[N:16]=[CH:15][CH:14]=[CH:13][N:12]=2)[CH:4]=1 |f:1.2|. Reported procedure: 4-Methoxy-2-(pyrimidin-2-yl)benzonitrile (85 mg, 0.4 mmol) was dissolved in MeOH (20 mL) was treated with 2M aq NaOH (15 mL). The reaction was heated at reflux overnight, the reaction was cooled to room temperature and filtered to remove the solids and washed with cold MeOH. The filtrate was concentrated to minimum volume and then acidified to pH=3 with 6 N aq. HCl and cooled to 0° C. then filtered and washed with cold water. This material was used crude in subsequent reactions. Starting materials: C(C)C(CC)C=1C=2N(N=C(C1)C)C=C(N2)C (8-(1-ethyl-propyl)-2,6-dimethyl-imidazo[1,2-b]pyridazine), BrC=1C(=NOC1C)C (4-bromo-3,5-dimethyl isoxazole), C([O-])([O-])=O.[Cs+].[Cs+] (cesium carbonate). The reagents and catalysts are Cl[Pd]([P](C1=CC=CC=C1)(C2=CC=CC=C2)C3=CC=CC=C3)([P](C4=CC=CC=C4)(C5=CC=CC=C5)C6=CC=CC=C6)Cl (PdCl2(PPh3)2). The solvent is CN(C)C=O (DMF). The product is CC1=NOC(=C1C1=C(N=C2N1N=C(C=C2C(CC)CC)C)C)C (3-(3,5-dimethyl isoxazol-4-yl)-8-(1-ethyl-propyl)-2,6-dimethyl-imidazo[1,2-b]pyridazine). Yield: 23.1%. Reaction SMILES: [CH2:1]([CH:3]([C:6]1[C:7]2[N:8]([CH:13]=[C:14]([CH3:16])[N:15]=2)[N:9]=[C:10]([CH3:12])[CH:11]=1)[CH2:4][CH3:5])[CH3:2].Br[C:18]1[C:19]([CH3:24])=[N:20][O:21][C:22]=1[CH3:23].C(=O)([O-])[O-].[Cs+].[Cs+]>CN(C=O)C.Cl[Pd](Cl)([P](C1C=CC=CC=1)(C1C=CC=CC=1)C1C=CC=CC=1)[P](C1C=CC=CC=1)(C1C=CC=CC=1)C1C=CC=CC=1>[CH3:24][C:19]1[C:18]([C:13]2[N:8]3[N:9]=[C:10]([CH3:12])[CH:11]=[C:6]([CH:3]([CH2:4][CH3:5])[CH2:1][CH3:2])[C:7]3=[N:15][C:14]=2[CH3:16])=[C:22]([CH3:23])[O:21][N:20]=1 |f:2.3.4,^1:38,57|. Reported procedure: Using the procedure analogous to Example 242, from 8-(1-ethyl-propyl)-2,6-dimethyl-imidazo[1,2-b]pyridazine (200 mg, 0.90 mmol), 4-bromo-3,5-dimethyl isoxazole (Alfa, 320 mg, 1.8 mmol), cesium carbonate (880 mg, 2.70 mmol) and PdCl2(PPh3)2 (25 mg) in DMF (5 ml), heated at 130 for 4 hrs, then overnight at ambient temperature gives the title compound (65 mg, 23% yield). ES-MS (m/z): calc'd for C18H24N4O: 312.4; found 313.2 (M+H)+. 1H NMR (400 mHz, CDCl3): δ 6.68 (s, 1H), 3.32 (m, 1H), 2.50 (s, 3H)... Reactants: C(CCCCCCCCCCCCCCC)Br (hexadecylbromide), CN(C=O)C (dimethylformamide), O (water), [H-].[Na+] (sodium hydride), CN(C=O)C (dimethylformamide), C(C(=CC)O)O (2-butene-1,2-diol). Run at time 2 day. Product: C(CCCCCCCCCCCCCCC)OCC(CO)=C (2-[(Hexadecyloxy)methyl]-2-propen-1-ol). As a reaction SMILES: [H-].[Na+].C(O)[C:4]([OH:7])=[CH:5][CH3:6].[CH2:9](Br)[CH2:10][CH2:11][CH2:12][CH2:13][CH2:14][CH2:15][CH2:16][CH2:17][CH2:18][CH2:19][CH2:20][CH2:21][CH2:22][CH2:23][CH3:24].O.CN(C)[CH:29]=[O:30]>>[CH2:9]([O:30][CH2:29][C:5](=[CH2:6])[CH2:4][OH:7])[CH2:10][CH2:11][CH2:12][CH2:13][CH2:14][CH2:15][CH2:16][CH2:17][CH2:18][CH2:19][CH2:20][CH2:21][CH2:22][CH2:23][CH3:24] |f:0.1|. Reported procedure: To 18.5 g of washed sodium hydride in 500 ml of dry dimethylformamide in a water bath is added dropwise, 67.4 g of 2-butene-1,2-diol. A solution of 235 g of hexadecylbromide in 100 ml of dimethylformamide is added dropwise. This mixture is stirred at room temperature for 2 days then poured into water and extracted with ether. The ether extract is separated, dried, evaporated and purified by chromatography, to give 30 g of the desired compound.